The task is: describe an organic reaction: reactants, conditions, products, and yield. This data is from the Open Reaction Database (ORD), a public repository of structured organic reaction records. Starting materials: NC1=C(C=CC=C1)C1=CC=CC=C1 (2-aminobiphenyl), C(C)N(C(C)C)C(C)C (ethyl diisopropylamine), BrCCCC(=O)OCC (ethyl 4-bromobutyrate). The solvent is C(C)OCC (diethyl ether). The product is C1(=C(C=CC=C1)NCCCC(=O)OCC)C1=CC=CC=C1 (ethyl 4-(biphenyl-2-yl)aminobutyrate). Isolated yield 63.7%. Reaction SMILES: [NH2:1][C:2]1[CH:7]=[CH:6][CH:5]=[CH:4][C:3]=1[C:8]1[CH:13]=[CH:12][CH:11]=[CH:10][CH:9]=1.C(N(C(C)C)C(C)C)C.Br[CH2:24][CH2:25][CH2:26][C:27]([O:29][CH2:30][CH3:31])=[O:28]>C(OCC)C>[C:3]1([C:8]2[CH:9]=[CH:10][CH:11]=[CH:12][CH:13]=2)[CH:4]=[CH:5][CH:6]=[CH:7][C:2]=1[NH:1][CH2:24][CH2:25][CH2:26][C:27]([O:29][CH2:30][CH3:31])=[O:28]. Reported procedure: 30.0 g of 2-aminobiphenyl, 23.4 g of ethyl diisopropylamine and 35.4 g of ethyl 4-bromobutyrate are heated together to 150° for 3 hours while stirring. After cooling, the reaction product is stirred with diethyl ether, the precipitated salt is filtered off, and the residue (remaining after evaporating off the ether) is recrystallized from isopropyl alcohol to obtain 32.0 g (63.7% of theory) of ethyl 4-(biphenyl-2-yl)aminobutyrate, MP 60° to 62°. The reactants are COc1ccc2cc(C(Cl)C(=O)O)ccc2c1, Cl, [Na+], [SH-]. Product: COc1ccc2cc(C(S)C(=O)O)ccc2c1. Reaction SMILES: [Cl:1][CH:2]([C:3](=[O:4])[OH:5])[c:6]1[cH:7][c:8]2[cH:9][cH:10][c:11]([O:16][CH3:17])[cH:12][c:13]2[cH:14][cH:15]1.[ClH:20].[Na+:19].[SH-:18]>>[CH:2]([C:3](=[O:4])[OH:5])([c:6]1[cH:7][c:8]2[cH:9][cH:10][c:11]([O:16][CH3:17])[cH:12][c:13]2[cH:14][cH:15]1)[SH:18]. Reactants: [BH3-]C#N, CC(=O)[O-], CO, Cl, [NH4+], [Na+], O=C(c1ccccn1)c1ccccn1. Yields the product NC(c1ccccn1)c1ccccn1. Reaction SMILES: [C:20](#[N:21])[BH3-:22].[CH3:16][C:17](=[O:18])[O-:19].[CH3:25][OH:26].[ClH:24].[NH4+:15].[Na+:23].[n:1]1[c:2]([C:7](=[O:8])[c:9]2[n:10][cH:11][cH:12][cH:13][cH:14]2)[cH:3][cH:4][cH:5][cH:6]1>>[n:1]1[c:2]([CH:7]([c:9]2[n:10][cH:11][cH:12][cH:13][cH:14]2)[NH2:21])[cH:3][cH:4][cH:5][cH:6]1. Reactants: O=C([O-])[O-], Cc1cc(C(=O)O)c2[nH]ccc2c1, CI, [K+], [K+], CN(C)C=O, O=C(O)CC(O)(CC(=O)O)C(=O)O. Yields the product COC(=O)c1cc(C)cc2cc[nH]c12. As a reaction SMILES: [C:14](=[O:15])([O-:16])[O-:17].[CH3:1][c:2]1[cH:3][c:4]2[cH:5][cH:6][nH:7][c:8]2[c:9]([C:11](=[O:12])[OH:13])[cH:10]1.[CH3:20][I:21].[K+:18].[K+:19].[O:35]=[CH:36][N:37]([CH3:38])[CH3:39].[OH:22][C:23]([CH2:24][C:25]([C:26](=[O:27])[OH:28])([CH2:29][C:30](=[O:31])[OH:32])[OH:33])=[O:34]>>[CH3:1][c:2]1[cH:3][c:4]2[cH:5][cH:6][nH:7][c:8]2[c:9]([C:11](=[O:12])[O:13][CH3:14])[cH:10]1. Reactants: CC(C)(C)CN(C([O-])=O)CCNC(C[C@H]1C=2N(C3=C(C(=N1)C1=CC=C(C=C1)Cl)C=C(C=C3)OC)C(=NN2)C)=O (1,1-Dimethylethyl[2-({[(4S)-6-(4-chlorophenyl)-1-methyl-8-(methyloxy)-4 H-[1,2,4]-triazolo[4,3-a][1,4]-benzodiazepin-4-yl]acetyl}amino)ethyl]methylcarbamate), FC(C(=O)O)(F)F (trifluoroacetic acid). Run in C(Cl)Cl (DCM), C(Cl)Cl (DCM). Conditions: temperature 25 celsius, time 2 hour. Yields the product FC(C(=O)O)(F)F.ClC1=CC=C(C=C1)C1=N[C@H](C=2N(C3=C1C=C(C=C3)OC)C(=NN2)C)CC(=O)NCCNC (2-[(4S)-6-(4-Chlorophenyl)-1-methyl-8-(methyloxy)-4H-[1,2,4]triazolo[4,3-a][1,4]-benzodiazepin-4-yl]-N-[2-(methylamino)ethyl]acetamide trifluoroacetic acid salt). Yield: 94.7%. RXN SMILES: CC([CH2:5][N:6]([CH2:10][CH2:11][NH:12][C:13](=[O:39])[CH2:14][C@@H:15]1[N:21]=[C:20]([C:22]2[CH:27]=[CH:26][C:25]([Cl:28])=[CH:24][CH:23]=2)[C:19]2[CH:29]=[C:30]([O:33][CH3:34])[CH:31]=[CH:32][C:18]=2[N:17]2[C:35]([CH3:38])=[N:36][N:37]=[C:16]12)C(=O)[O-])(C)C.[F:40][C:41]([F:46])([F:45])[C:42]([OH:44])=[O:43]>C(Cl)Cl>[F:40][C:41]([F:46])([F:45])[C:42]([OH:44])=[O:43].[Cl:28][C:25]1[CH:26]=[CH:27][C:22]([C:20]2[C:19]3[CH:29]=[C:30]([O:33][CH3:34])[CH:31]=[CH:32][C:18]=3[N:17]3[C:35]([CH3:38])=[N:36][N:37]=[C:16]3[C@H:15]([CH2:14][C:13]([NH:12][CH2:11][CH2:10][NH:6][CH3:5])=[O:39])[N:21]=2)=[CH:23][CH:24]=1 |f:3.4|. Procedure: Intermediate 16 (189 mg, 0.342 mmol) and trifluoroacetic acid (0.022 mL, 0.285 mmol) were dissolved in DCM (3 mL) and stirred at 25° C. under N2 for 2 h. The solvent was evaporated under vacuum and the residue obtained dissolved in DCM and re-evaporated under vacuum to give a yellow oil which was dried under high vacuum to afford the title compound as a yellow solid (153 mg, 0.270 mmol, 95% yield). LC/MS (M(35Cl)+H)+ 453, (M(37Cl)+H)+ 455; RT 0.74 min.